This data is from the Open Reaction Database (ORD), a public repository of structured organic reaction records. The task is: describe an organic reaction: reactants, conditions, products, and yield Starting materials: FC1=CC=CC(=N1)C1=C2C(=NC=C1)N(C(=C2)C2=CCN(CC2)C(=O)OC(C)(C)C)S(=O)(=O)C2=CC=CC=C2 (tert-butyl 4-(4-(6-fluoropyridin-2-yl)-1-(phenylsulfonyl)-1H-pyrrolo[2,3-b]pyridin-2-yl)-5,6-dihydropyridine-1(2H)-carboxylate), [OH-].[Na+] (sodium hydroxide). Solvent: O1CCOCC1 (1,4-dioxane), O (water). Reaction conditions: temperature 80 celsius, time 8 hour. The product is FC1=CC=CC(=N1)C1=C2C(=NC=C1)NC(=C2)C2=CCN(CC2)C(=O)OC(C)(C)C (tert-butyl 4-(4-(6-fluoropyridin-2-yl)-1H-pyrrolo[2,3-b]pyridin-2-yl)-5,6-dihydropyridine-1(2H)-carboxylate). RXN SMILES: [F:1][C:2]1[N:7]=[C:6]([C:8]2[CH:13]=[CH:12][N:11]=[C:10]3[N:14](S(C4C=CC=CC=4)(=O)=O)[C:15]([C:17]4[CH2:22][CH2:21][N:20]([C:23]([O:25][C:26]([CH3:29])([CH3:28])[CH3:27])=[O:24])[CH2:19][CH:18]=4)=[CH:16][C:9]=23)[CH:5]=[CH:4][CH:3]=1.[OH-].[Na+]>O1CCOCC1.O>[F:1][C:2]1[N:7]=[C:6]([C:8]2[CH:13]=[CH:12][N:11]=[C:10]3[NH:14][C:15]([C:17]4[CH2:22][CH2:21][N:20]([C:23]([O:25][C:26]([CH3:29])([CH3:28])[CH3:27])=[O:24])[CH2:19][CH:18]=4)=[CH:16][C:9]=23)[CH:5]=[CH:4][CH:3]=1 |f:1.2|. Reported procedure: A mixture of Example 309D (3.0 g, 5.61 mmol) in 1,4-dioxane (50 mL) was treated with a solution of sodium hydroxide (0.673 g, 16.83 mmol) in water (10 mL). The resulting mixture was stirred at 80° C. overnight. Most solvent was evaporated. The solids were filtered, washed with water/ethyl acetate/ether, and vacuum oven-dried to give the title compound. MS (ESI+) m/z 395.1 (M+H)+. Starting materials: BrC(C(=O)C1=C(C=C(C=C1)F)F)C=1C=CC=2N(N1)C(=NN2)C(C)C (2-Bromo-1-(2,4-difluorophenyl)-2-(3-isopropyl-[1,2,4]triazolo[4,3-b]pyridazin-6-yl)ethanone), NC(=O)N (urea). Solvent: CN(C)C=O (DMF). Run at temperature 100 celsius. Product: FC1=C(C=CC(=C1)F)C=1N=C(OC1C=1C=CC=2N(N1)C(=NN2)C(C)C)N (4-(2,4-Difluorophenyl)-5-(3-isopropyl-[1,2,4]triazolo[4,3-b]pyridazin-6-yl)oxazol-2-amine). Yield: 4.0%. As a reaction SMILES: Br[CH:2]([C:13]1[CH:14]=[CH:15][C:16]2[N:17]([C:19]([CH:22]([CH3:24])[CH3:23])=[N:20][N:21]=2)[N:18]=1)[C:3]([C:5]1[CH:10]=[CH:9][C:8]([F:11])=[CH:7][C:6]=1[F:12])=O.[NH2:25][C:26]([NH2:28])=[O:27]>CN(C=O)C>[F:12][C:6]1[CH:7]=[C:8]([F:11])[CH:9]=[CH:10][C:5]=1[C:3]1[N:25]=[C:26]([NH2:28])[O:27][C:2]=1[C:13]1[CH:14]=[CH:15][C:16]2[N:17]([C:19]([CH:22]([CH3:24])[CH3:23])=[N:20][N:21]=2)[N:18]=1. Reported procedure: 2-Bromo-1-(2,4-difluorophenyl)-2-(3-isopropyl-[1,2,4]triazolo[4,3-b]pyridazin-6-yl)ethanone (0.500 g, 1.26 mmol, Preparation #A.2) and urea (0.228 g, 3.80 mmol) were added to DMF (5 mL) then heated at about 100° C. for about 2 h. The mixture was cooled to ambient temperature then purified by RP-HPLC (Table 1, Method f). Concentration under reduced pressure of most of the organic solvent resulted in a precipitate which was collected by filtration and dried to give the title compound (0.018 g, 4%)... RXN SMILES: [N:1]1[CH:6]=[CH:5][CH:4]=[CH:3][C:2]=1[NH:7][NH2:8].[CH2:9]([CH2:11][CH2:12][CH2:13][C:14](CC([O-])=O)=[O:15])[CH3:10]>>[N:1]1[CH:6]=[CH:5][CH:4]=[CH:3][C:2]=1[N:7]1[C:14](=[O:15])[CH2:13][C:12]([CH2:11][CH2:9][CH3:10])=[N:8]1. The reactants are N1=C(C=CC=C1)NN (2-pyridylhydrazine), C(C)CCCC(=O)CC(=O)[O-] (ethylbutyrylacetate). Procedure details: From the reaction of 2-pyridylhydrazine and ethylbutyrylacetate, 2,4-dihydro-2-(2-pyridyl)-5-propyl-3H-pyrazol-3-one is obtained. Subsequent reaction with 2-ethylaniline yields 4-(2-ethylanilinomethylene)-2,4-dihydro-2-(2-pyridyl)-5-propyl-3H-pyrazol-3-one, Mp 151° C. The product is N1=C(C=CC=C1)N1N=C(CC1=O)CCC (2,4-dihydro-2-(2-pyridyl)-5-propyl-3H-pyrazol-3-one).